The task is: describe an organic reaction: reactants, conditions, products, and yield. This data is from the Open Reaction Database (ORD), a public repository of structured organic reaction records. The reactants are [O-]S(=O)(=O)C(F)(F)F.F[N+]1=C(C=C(C=C1C)C)C (1-Fluoro-2,4,6-trimethyl-pyridinium triflate), BrC1=CC2=C(N1C(C)C)C(N(C2=O)C2=CN(C(C(=C2)Cl)=O)C)C2=CC=C(C=C2)Cl (2-bromo-5-(5-chloro-1-methyl-6-oxo-1,6-dihydro-pyridin-3-yl)-6-(4-chloro-phenyl)-1-isopropyl-5,6-dihydro-1H-pyrrolo[3,4-b]pyrrol-4-one), BrC1=CC2=C(N1C(C)C)C(N(C2=O)C2=CN(C(C(=C2)Cl)=O)C)C2=CC=C(C=C2)Cl (2-bromo-5-(5-chloro-1-methyl-6-oxo-1,6-dihydro-pyridin-3-yl)-6-(4-chloro-phenyl)-1-isopropyl-5,6-dihydro-1H-pyrrolo[3,4-b]pyrrol-4-one), aqueous solution, S(=O)([O-])[O-].[Na+].[Na+] (sodium sulfite). The solvent is ClCCCl (1,2-dichloroethane). Conditions: temperature 80 celsius, time 12 hour. The product is BrC1=CC2=C(N1C(C)C)C(N(C2=O)C2=C(N(C(C(=C2)Cl)=O)C)F)C2=CC=C(C=C2)Cl (2-Bromo-5-(5-chloro-2-fluoro-1-methyl-6-oxo-1,6-dihydro-pyridin-3-yl)-6-(4-chloro-phenyl)-1-isopropyl-5,6-dihydro-1H-pyrrolo[3,4-b]pyrrol-4-one). Reaction SMILES: [O-]S([C:5]([F:8])(F)F)(=O)=O.F[N+]1C(C)=CC(C)=CC=1C.[Br:19][C:20]1[N:24]([CH:25]([CH3:27])[CH3:26])[C:23]2[CH:28]([C:41]3[CH:46]=[CH:45][C:44]([Cl:47])=[CH:43][CH:42]=3)[N:29]([C:32]3[CH:37]=[C:36]([Cl:38])[C:35](=[O:39])[N:34](C)[CH:33]=3)[C:30](=[O:31])[C:22]=2[CH:21]=1.S([O-])([O-])=O.[Na+].[Na+]>ClCCCl>[Br:19][C:20]1[N:24]([CH:25]([CH3:27])[CH3:26])[C:23]2[CH:28]([C:41]3[CH:42]=[CH:43][C:44]([Cl:47])=[CH:45][CH:46]=3)[N:29]([C:32]3[CH:37]=[C:36]([Cl:38])[C:35](=[O:39])[N:34]([CH3:33])[C:5]=3[F:8])[C:30](=[O:31])[C:22]=2[CH:21]=1 |f:0.1,3.4.5|. Procedure: 1-Fluoro-2,4,6-trimethyl-pyridinium triflate [107264-00-6] (1.476 mmol) was added to a solution of 2-bromo-5-(5-chloro-1-methyl-6-oxo-1,6-dihydro-pyridin-3-yl)-6-(4-chloro-phenyl)-1-isopropyl-5,6-dihydro-1H-pyrrolo[3,4-b]pyrrol-4-one (Intermediate E) (0.738 mmol) in 1,2-dichloroethane (12 mL) and then the mixture was heated to 80° C. in the dark. After 12 h, the reaction mixture was cooled to rt, poured into a 2% aqueous solution of sodium sulfite and extracted with EtOAc (2×). The combined orga... The reactants are [Mg] (magnesium), C=C(C=O)CCC (2-methylene valeraldehyde), BrCCBr (1,2-dibromoethane), [Cl-].[NH4+] (ammonium chloride), mercuric chloride, C(C#C)Br (propargyl bromide), C(C#C)Br (propargyl bromide). The solvent is CCOCC (ether), CCOCC (ether). Reaction conditions: temperature 0 celsius. The product is OC(CC#C)C(CCC)=C (4-Hydroxy-5-methylene-1-octyne). RXN SMILES: [Mg].[CH2:2](Br)[C:3]#[CH:4].BrCCBr.[CH2:10]=[C:11]([CH2:14][CH2:15][CH3:16])[CH:12]=[O:13].[Cl-].[NH4+]>CCOCC>[OH:13][CH:12]([C:11](=[CH2:10])[CH2:14][CH2:15][CH3:16])[CH2:4][C:3]#[CH:2] |f:4.5|. Procedure: To a stirred mixture of 12.16 g. of magnesium in 120 ml. of ether containing 200 mg. of mercuric chloride is added 2 ml. of propargyl bromide and 0.5 ml. of 1,2-dibromoethane. This mixture is stirred under argon until the reaction begins. To this is added with stirring a solution of 41.57 g. of 2-methylene valeraldehyde and 64.95 g. of propargyl bromide in 90 ml. of ether, dropwise, at a rate to maintain reflux. After addition is complete the mixture is refluxed 15 minutes, stirred at room tempe... Reactants: ClC=1C=CC(=C(C1)C1=NC(=NO1)CSC1=NN=C(N1CCO)C=1SC=CC1)F (2-[3-({[5-(5-chloro-2-fluorophenyl)-1,2,4-oxadiazol-3-yl]methyl}thio)-5-(2-thienyl)-4H-1,2,4-triazol-4-yl]ethanol), CS(=O)(=O)Cl (methanesulfonyl chloride). Run in CN(C)C=O (DMF), N1=CC=CC=C1 (pyridine). Run at time 24 hour. Yields the product CS(=O)(=O)OCCN1C(=NN=C1C=1SC=CC1)SCC1=NOC(=N1)C1=C(C=CC(=C1)Cl)F (2-[3-({[5-(5-Chloro-2-fluorophenyl)-1,2,4-oxadiazol-3-yl]methyl}thio)-5-(2-thienyl)-4H-1,2,4-triazol-4-yl]ethyl methanesulfonate). As a reaction SMILES: [Cl:1][C:2]1[CH:3]=[CH:4][C:5]([F:28])=[C:6]([C:8]2[O:12][N:11]=[C:10]([CH2:13][S:14][C:15]3[N:19]([CH2:20][CH2:21][OH:22])[C:18]([C:23]4[S:24][CH:25]=[CH:26][CH:27]=4)=[N:17][N:16]=3)[N:9]=2)[CH:7]=1.[CH3:29][S:30](Cl)(=[O:32])=[O:31]>CN(C=O)C.N1C=CC=CC=1>[CH3:29][S:30]([O:22][CH2:21][CH2:20][N:19]1[C:18]([C:23]2[S:24][CH:25]=[CH:26][CH:27]=2)=[N:17][N:16]=[C:15]1[S:14][CH2:13][C:10]1[N:9]=[C:8]([C:6]2[CH:7]=[C:2]([Cl:1])[CH:3]=[CH:4][C:5]=2[F:28])[O:12][N:11]=1)(=[O:32])=[O:31]. Reported procedure: To a solution of 2-[3-({[5-(5-chloro-2-fluorophenyl)-1,2,4-oxadiazol-3-yl]methyl}thio)-5-(2-thienyl)-4H-1,2,4-triazol-4-yl]ethanol in a mixture of DMF (1 ml) and pyridine (0.5 ml) was added methanesulfonyl chloride (20 uL). The mixture was stirred at r.t. for 24 h before poured onto water (10 ml). The crude product was filtered off and purified by chromatography on silica gel using 0-5% MeOH in DCM as eluent to give 43 mg of the title compound, which was used directly in the next step. Reactants: COC(=O)c1ccc(-c2ccc(OC)nc2)c(Cl)c1, CS(C)=O. The product is COc1ccc(-c2ccc(C(=O)O)cc2Cl)cn1. Reaction SMILES: [CH3:1][O:2][C:3]([c:4]1[cH:5][c:6]([Cl:18])[c:7](-[c:10]2[cH:11][n:12][c:13]([O:16][CH3:17])[cH:14][cH:15]2)[cH:8][cH:9]1)=[O:19].[CH3:20][S:21]([CH3:22])=[O:23]>>[O:2]=[C:3]([c:4]1[cH:5][c:6]([Cl:18])[c:7](-[c:10]2[cH:11][n:12][c:13]([O:16][CH3:17])[cH:14][cH:15]2)[cH:8][cH:9]1)[OH:19]. Reactants: CCOC(=O)OCC, CCOCC, CCO, CC(=O)O, CCOC(=O)Cc1ccc(Cl)cc1, [Na]. Product: C=C(C(=O)OCC)c1ccc(Cl)cc1. As a reaction SMILES: [C:2]([O:3][CH2:4][CH3:5])([O:6][CH2:7][CH3:8])=[O:9].[CH3:23][CH2:24][O:25][CH2:26][CH3:27].[CH3:28][CH2:29][OH:30].[CH3:31][C:32](=[O:33])[OH:34].[Cl:10][c:11]1[cH:12][cH:13][c:14]([CH2:17][C:18]([O:19][CH2:20][CH3:21])=[O:22])[cH:15][cH:16]1.[Na:1]>>[C:2]([O:6][CH2:7][CH3:8])(=[O:9])[C:17]([c:14]1[cH:13][cH:12][c:11]([Cl:10])[cH:16][cH:15]1)=[CH2:18].